This data is from the Open Reaction Database (ORD), a public repository of structured organic reaction records. The task is: describe an organic reaction: reactants, conditions, products, and yield Reactants: Fc1cc(Br)cc(OC(F)(F)C(F)F)c1, C1CCOC1, [Li]CCCC, CCCCCC, CON(C)C(=O)c1ccc(F)c(OC(C)C)c1. Yields the product CC(C)Oc1cc(C(=O)c2cc(F)cc(OC(F)(F)C(F)F)c2)ccc1F. As a reaction SMILES: [Br:1][c:2]1[cH:3][c:4]([F:15])[cH:5][c:6]([O:8][C:9]([CH:10]([F:11])[F:12])([F:13])[F:14])[cH:7]1.[CH2:44]1[O:45][CH2:46][CH2:47][CH2:48]1.[CH3:33][CH2:34][CH2:35][CH2:36][Li:37].[CH3:38][CH2:39][CH2:40][CH2:41][CH2:42][CH3:43].[F:16][c:17]1[c:18]([O:29][CH:30]([CH3:31])[CH3:32])[cH:19][c:20]([C:21](=[O:22])[N:23]([O:24][CH3:25])[CH3:26])[cH:27][cH:28]1>>[c:2]1([C:21]([c:20]2[cH:19][c:18]([O:29][CH:30]([CH3:31])[CH3:32])[c:17]([F:16])[cH:28][cH:27]2)=[O:22])[cH:3][c:4]([F:15])[cH:5][c:6]([O:8][C:9]([CH:10]([F:11])[F:12])([F:13])[F:14])[cH:7]1. Starting materials: CC(N)COc1ccc(C#N)cc1, ClCCl, CN1CCCCC1, CC(C)COC(=O)Cl, CC(C)C(NC(=O)Oc1ccc(F)cc1)C(=O)O, O. Yields the product CC(COc1ccc(C#N)cc1)NC(=O)C(NC(=O)Oc1ccc(F)cc1)C(C)C. RXN SMILES: [C:34](#[N:35])[c:36]1[cH:37][cH:38][c:39]([O:40][CH2:41][CH:42]([CH3:43])[NH2:44])[cH:45][cH:46]1.[CH2:47]([Cl:48])[Cl:49].[CH3:1][N:2]1[CH2:3][CH2:4][CH2:5][CH2:6][CH2:7]1.[Cl:26][C:27]([O:28][CH2:29][CH:30]([CH3:31])[CH3:32])=[O:33].[F:8][c:9]1[cH:10][cH:11][c:12]([O:13][C:14](=[O:15])[NH:16][CH:17]([CH:18]([CH3:19])[CH3:20])[C:21](=[O:22])[OH:23])[cH:24][cH:25]1.[OH2:50]>>[F:8][c:9]1[cH:10][cH:11][c:12]([O:13][C:14](=[O:15])[NH:16][CH:17]([CH:18]([CH3:19])[CH3:20])[C:21](=[O:23])[NH:44][CH:42]([CH2:41][O:40][c:39]2[cH:38][cH:37][c:36]([C:34]#[N:35])[cH:46][cH:45]2)[CH3:43])[cH:24][cH:25]1.